From a dataset of the Open Reaction Database (ORD), a public repository of structured organic reaction records. describe an organic reaction: reactants, conditions, products, and yield The reactants are O=C([O-])[O-], COc1cc2c(Nc3ccc(Cl)cc3F)ncnc2cc1O, ClCCOc1ccccn1, Cl, [K+], [K+], CN(C)C=O, O. Yields the product COc1cc2c(Nc3ccc(Cl)cc3F)ncnc2cc1OCCOc1ccccn1. RXN SMILES: [C:34](=[O:35])([O-:36])[O-:37].[Cl:1][c:2]1[cH:3][c:4]([F:22])[c:5]([NH:6][c:7]2[n:8][cH:9][n:10][c:11]3[cH:12][c:13]([OH:19])[c:14]([O:17][CH3:18])[cH:15][c:16]23)[cH:20][cH:21]1.[Cl:24][CH2:25][CH2:26][O:27][c:28]1[n:29][cH:30][cH:31][cH:32][cH:33]1.[ClH:23].[K+:38].[K+:39].[O:40]=[CH:41][N:42]([CH3:43])[CH3:44].[OH2:45]>>[Cl:1][c:2]1[cH:3][c:4]([F:22])[c:5]([NH:6][c:7]2[n:8][cH:9][n:10][c:11]3[cH:12][c:13]([O:19][CH2:25][CH2:26][O:27][c:28]4[n:29][cH:30][cH:31][cH:32][cH:33]4)[c:14]([O:17][CH3:18])[cH:15][c:16]23)[cH:20][cH:21]1. Reactants: COC(=O)c1nn(Cc2ccc(Cl)cc2Cl)c2ccccc12, CC(=O)O, NN, O. Product: NNC(=O)c1nn(Cc2ccc(Cl)cc2Cl)c2ccccc12. RXN SMILES: [CH3:1][O:2][C:3](=[O:4])[c:5]1[n:6][n:7]([CH2:14][c:15]2[c:16]([Cl:22])[cH:17][c:18]([Cl:21])[cH:19][cH:20]2)[c:8]2[cH:9][cH:10][cH:11][cH:12][c:13]12.[CH3:26][C:27](=[O:28])[OH:29].[NH2:24][NH2:25].[OH2:23]>>[O:2]=[C:3]([c:5]1[n:6][n:7]([CH2:14][c:15]2[c:16]([Cl:22])[cH:17][c:18]([Cl:21])[cH:19][cH:20]2)[c:8]2[cH:9][cH:10][cH:11][cH:12][c:13]12)[NH:24][NH2:25]. Starting materials: C(CCCCCCCC=CCCCCCCCC)(=O)NCCO (N-(9-octadecenoyl)ethanolamine), [OH-].[K+] (KOH), [H-].[H-].[H-].[H-].[Li+].[Al+3] (LiAlH4), N#N (N2). The solvent is O1CCCC1 (tetrahydrofuran), O1CCCC1 (tetrahydrofuran). Reaction conditions: temperature 60 celsius, time 16 hour. Yields the product C(CCCCCCCC=CCCCCCCCC)NCCO (2-(9-octadecenylamino)-1-ethanol). Isolated yield 60.2%. Reaction SMILES: [H-].[H-].[H-].[H-].[Li+].[Al+3].N#N.[C:9]([NH:28][CH2:29][CH2:30][OH:31])(=O)[CH2:10][CH2:11][CH2:12][CH2:13][CH2:14][CH2:15][CH2:16][CH:17]=[CH:18][CH2:19][CH2:20][CH2:21][CH2:22][CH2:23][CH2:24][CH2:25][CH3:26].[OH-].[K+]>O1CCCC1>[CH2:9]([NH:28][CH2:29][CH2:30][OH:31])[CH2:10][CH2:11][CH2:12][CH2:13][CH2:14][CH2:15][CH2:16][CH:17]=[CH:18][CH2:19][CH2:20][CH2:21][CH2:22][CH2:23][CH2:24][CH2:25][CH3:26] |f:0.1.2.3.4.5,8.9|. Procedure details: A 100-ml eggplant type flask equipped with a stirrer was charged with 1.40 g (37.2 mmol) of LiAlH4 and 30 ml of tetrahydrofuran. While heating and stirring the contents at room temperature in an N2 atmosphere, a tetrahydrofuran solution of 1.67 g (5.12 mmol) of N-(9-octadecenoyl)ethanolamine was added dropwise over 10 minutes. After the mixture was heated to 60° C. and stirred for 16 hours, the resultant reaction mixture was cooled to room temperature, and 14 g of 5% aqueous KOH. After a salt de... Starting materials: O=C(Cl)C(=O)Cl, CSc1nc2ccc(S(=O)(=O)NC(C(=O)O)C(C)C)cc2s1, ClCCl, CN(C)C=O. The product is CSc1nc2ccc(S(=O)(=O)NC(C(=O)Cl)C(C)C)cc2s1. As a reaction SMILES: [C:23]([Cl:24])(=[O:25])[C:27]([Cl:26])=[O:28].[CH3:1][CH:2]([CH:3]([C:4](=[O:5])[OH:6])[NH:7][S:8](=[O:9])(=[O:10])[c:11]1[cH:12][c:13]2[c:14]([n:15][c:16]([S:18][CH3:19])[s:17]2)[cH:20][cH:21]1)[CH3:22].[Cl:34][CH2:35][Cl:36].[O:29]=[CH:30][N:31]([CH3:32])[CH3:33]>>[CH3:1][CH:2]([CH:3]([C:4](=[O:5])[Cl:26])[NH:7][S:8](=[O:9])(=[O:10])[c:11]1[cH:12][c:13]2[c:14]([n:15][c:16]([S:18][CH3:19])[s:17]2)[cH:20][cH:21]1)[CH3:22]. The reactants are COc1ccccc1C(c1cccc2ccccc12)C(C)(C#N)C(=O)O, C1CCOC1, COc1cc(OC)cc(N2CCNCC2)c1, CN(C)c1ccncc1, O=C(Cl)C(=O)Cl, ClCCl, CN(C)C=O. Yields the product COc1cc(OC)cc(N2CCN(C(=O)C(C)(C#N)C(c3ccccc3OC)c3cccc4ccccc34)CC2)c1. Reaction SMILES: [C:1](#[N:2])[C:3]([C:4](=[O:5])[OH:6])([CH:7]([c:8]1[cH:9][cH:10][cH:11][c:12]2[cH:13][cH:14][cH:15][cH:16][c:17]12)[c:18]1[c:19]([O:24][CH3:25])[cH:20][cH:21][cH:22][cH:23]1)[CH3:26].[CH2:54]1[O:55][CH2:56][CH2:57][CH2:58]1.[CH3:38][O:39][c:40]1[cH:41][c:42]([N:48]2[CH2:49][CH2:50][NH:51][CH2:52][CH2:53]2)[cH:43][c:44]([O:46][CH3:47])[cH:45]1.[CH3:59][N:60]([c:61]1[cH:62][cH:63][n:64][cH:65][cH:66]1)[CH3:67].[Cl:32][C:33]([C:34]([Cl:35])=[O:36])=[O:37].[Cl:68][CH2:69][Cl:70].[O:27]=[CH:28][N:29]([CH3:30])[CH3:31]>>[C:1](#[N:2])[C:3]([C:4](=[O:5])[N:51]1[CH2:50][CH2:49][N:48]([c:42]2[cH:41][c:40]([O:39][CH3:38])[cH:45][c:44]([O:46][CH3:47])[cH:43]2)[CH2:53][CH2:52]1)([CH:7]([c:8]1[cH:9][cH:10][cH:11][c:12]2[cH:13][cH:14][cH:15][cH:16][c:17]12)[c:18]1[c:19]([O:24][CH3:25])[cH:20][cH:21][cH:22][cH:23]1)[CH3:26].